This data is from the Open Reaction Database (ORD), a public repository of structured organic reaction records. The task is: describe an organic reaction: reactants, conditions, products, and yield Starting materials: S1C(=NC=C1)CSCCN (2-[(thiazol-2-yl)methylthio]ethylamine), COC1=NS(N=C1OC)(=O)=O (3,4-dimethoxy-1,2,5-thiadiazole 1,1-dioxide), COC1=NS(N=C1NCCSCC=1SC=CN1)(=O)=O (3-methoxy-4-{2-[(thiazol-2-yl)methylthio]ethylamino}-1,2,5-thiadiazole 1,1-dioxide), CN (methylamine). The product is CNC1=NS(N=C1NCCSCC=1SC=CN1)(=O)=O (3-Methylamino-4-{2-[(thiazol-2-yl)methylthio]ethylamino}-1,2,5-thiadiazole 1,1-dioxide). Reaction SMILES: [S:1]1[CH:5]=[CH:4][N:3]=[C:2]1[CH2:6][S:7][CH2:8][CH2:9][NH2:10].COC1C(OC)=NS(=O)(=O)N=1.CO[C:24]1[C:28]([NH:29][CH2:30]CSCC2SC=CN=2)=[N:27][S:26](=[O:40])(=[O:39])[N:25]=1.CN>>[CH3:30][NH:29][C:28]1[C:24]([NH:10][CH2:9][CH2:8][S:7][CH2:6][C:2]2[S:1][CH:5]=[CH:4][N:3]=2)=[N:25][S:26](=[O:40])(=[O:39])[N:27]=1. Reported procedure: When a methanolic solution of 2-[(thiazol-2-yl)methylthio]ethylamine [prepared according to the procedure described in U.S. Pat. No. 3,950,333] is reacted with 3,4-dimethoxy-1,2,5-thiadiazole 1,1-dioxide and the resultant 3-methoxy-4-{2-[(thiazol-2-yl)methylthio]ethylamino}-1,2,5-thiadiazole 1,1-dioxide treated with methylamine according to the general procedure described in Example 31, the title compound is thereby produced. Starting materials: C(C)(C)OB1OC(C(O1)(C)C)(C)C (2-isopropoxy-4,4,5,5-tetramethyl-1,3,2-dioxaborolane), BrC=1C(=NN(C1)C)C1=CC=C(C=C1)F (4-bromo-3-(4-fluorophenyl)-1-methyl-1H-pyrazole), [Cl-].[Li+].C(C)(C)[Mg]Cl (isopropylmagnesium chloride lithium chloride), CC1OCCC1 (2-methyltetrahydrofuran). Run in C1CCOC1 (THF), O (Water), C1CCOC1 (THF). Conditions: temperature 10 celsius, time 1 hour. The product is FC1=CC=C(C=C1)C1=NN(C=C1B1OC(C(O1)(C)C)(C)C)C (3-(4-fluorophenyl)-1-methyl-4-(4,4,5,5-tetramethyl-1,3,2-dioxaborolan-2-yl)-1H-pyrazole). Reaction SMILES: Br[C:2]1[C:3]([C:8]2[CH:13]=[CH:12][C:11]([F:14])=[CH:10][CH:9]=2)=[N:4][N:5]([CH3:7])[CH:6]=1.[Cl-].[Li+].C([Mg]Cl)(C)C.C(O[B:26]1[O:30][C:29]([CH3:32])([CH3:31])[C:28]([CH3:34])([CH3:33])[O:27]1)(C)C.CC1CCCO1>C1COCC1.O>[F:14][C:11]1[CH:12]=[CH:13][C:8]([C:3]2[C:2]([B:26]3[O:30][C:29]([CH3:32])([CH3:31])[C:28]([CH3:34])([CH3:33])[O:27]3)=[CH:6][N:5]([CH3:7])[N:4]=2)=[CH:9][CH:10]=1 |f:1.2.3|. Procedure details: A solution of 4-bromo-3-(4-fluorophenyl)-1-methyl-1H-pyrazole (700 g, 2.74 mol) in THF (1.4 L) was cooled to 15° C. and isopropylmagnesium chloride lithium chloride complex (1.3M in THF, 3.8 L, 4.94 mol) was added slowly while maintaining the reaction temperature below 25° C. The mixture was stirred for 3 hr at 20° C. and a 10° C. solution of 2-isopropoxy-4,4,5,5-tetramethyl-1,3,2-dioxaborolane (610 g, 3.28 mol) in THF (1.4 L) was added dropwise while maintaining an internal temperature below 20... The reactants are BrC1=CC=C(C=C1)S(=O)(=O)NC(C(=O)NC1=CC=C(C=C1)CC(=O)OCC)COS(=O)(=O)C ((RS)-2-(4-bromobenzenesulfonylamino)-N-(4-(ethoxycarbonylmethyl)phenyl)-3-methanesulfonyloxypropanamide), N1C=NC=C1 (imidazole). Product: BrC1=CC=C(C=C1)S(=O)(=O)NC(C(=O)NC1=CC=C(C=C1)CC(=O)OCC)CN1C=NC=C1 ((RS)-2-(4-bromobenzenesulfonylamino)-N-(4-(ethoxycarbonylmethyl)phenyl)-3-(1H-imidazol-1-yl)propanamide). As a reaction SMILES: [Br:1][C:2]1[CH:7]=[CH:6][C:5]([S:8]([NH:11][CH:12]([CH2:28]OS(C)(=O)=O)[C:13]([NH:15][C:16]2[CH:21]=[CH:20][C:19]([CH2:22][C:23]([O:25][CH2:26][CH3:27])=[O:24])=[CH:18][CH:17]=2)=[O:14])(=[O:10])=[O:9])=[CH:4][CH:3]=1.[NH:34]1[CH:38]=[CH:37][N:36]=[CH:35]1>>[Br:1][C:2]1[CH:7]=[CH:6][C:5]([S:8]([NH:11][CH:12]([CH2:28][N:34]2[CH:38]=[CH:37][N:36]=[CH:35]2)[C:13]([NH:15][C:16]2[CH:21]=[CH:20][C:19]([CH2:22][C:23]([O:25][CH2:26][CH3:27])=[O:24])=[CH:18][CH:17]=2)=[O:14])(=[O:9])=[O:10])=[CH:4][CH:3]=1. Procedure: The procedure described in Example 79 was repeated, except that (RS)-2-(4-bromobenzenesulfonylamino)-N-(4-(ethoxycarbonylmethyl)phenyl)-3-methanesulfonyloxypropanamide (500 mg) was reacted with imidazole to obtain the desired (RS)-2-(4-bromobenzenesulfonylamino)-N-(4-(ethoxycarbonylmethyl)phenyl)-3-(1H-imidazol-1-yl)propanamide (85.0 mg) together with a less polar by-product. The by-product was not investigated further. Starting materials: Cl, CC(C)(C)OC(=O)NCC(O)CP(=O)(CC1CCCCC1)OC1OC(=O)c2ccccc21, C1COCCO1, C1COCCO1. The product is Cl, NCC(O)CP(=O)(CC1CCCCC1)OC1OC(=O)c2ccccc21. RXN SMILES: [ClH:33].[O:1]=[C:2]1[O:3][CH:4]([O:11][P:12](=[O:13])([CH2:14][CH:15]2[CH2:16][CH2:17][CH2:18][CH2:19][CH2:20]2)[CH2:21][CH:22]([CH2:23][NH:24][C:25]([O:26][C:27]([CH3:28])([CH3:29])[CH3:30])=[O:31])[OH:32])[c:5]2[cH:6][cH:7][cH:8][cH:9][c:10]21.[O:34]1[CH2:35][CH2:36][O:37][CH2:38][CH2:39]1.[O:40]1[CH2:41][CH2:42][O:43][CH2:44][CH2:45]1>>[ClH:33].[O:1]=[C:2]1[O:3][CH:4]([O:11][P:12](=[O:13])([CH2:14][CH:15]2[CH2:16][CH2:17][CH2:18][CH2:19][CH2:20]2)[CH2:21][CH:22]([CH2:23][NH2:24])[OH:32])[c:5]2[cH:6][cH:7][cH:8][cH:9][c:10]21.